Dataset: the Open Reaction Database (ORD), a public repository of structured organic reaction records. Task: describe an organic reaction: reactants, conditions, products, and yield The reactants are C(#N)C=1C(=C2C=CN(C2=CC1)CC(NO)=N)C(F)(F)F (2-[5-cyano-4-(trifluoromethyl)-1H-indol-1-yl]-N-hydroxyethanimidamide), FC(OC1=CC=C(C(=O)O)C=C1)(F)F (4-[(trifluoromethyl)oxy]benzoic acid). Product: FC(C1=C2C=CN(C2=CC=C1C#N)CC1=NOC(=N1)C1=CC=C(C=C1)OC(F)(F)F)(F)F (4-(Trifluoromethyl)-1-[(5-{4-[(trifluoromethyl)oxy]phenyl}-1,2,4-oxadiazol-3-yl)methyl]-1H-indole-5-carbonitrile). RXN SMILES: [C:1]([C:3]1[C:4]([C:17]([F:20])([F:19])[F:18])=[C:5]2[C:9](=[CH:10][CH:11]=1)[N:8]([CH2:12][C:13](=[NH:16])[NH:14][OH:15])[CH:7]=[CH:6]2)#[N:2].[F:21][C:22]([F:34])([F:33])[O:23][C:24]1[CH:32]=[CH:31][C:27]([C:28](O)=O)=[CH:26][CH:25]=1>>[F:18][C:17]([F:19])([F:20])[C:4]1[C:3]([C:1]#[N:2])=[CH:11][CH:10]=[C:9]2[C:5]=1[CH:6]=[CH:7][N:8]2[CH2:12][C:13]1[N:16]=[C:28]([C:27]2[CH:31]=[CH:32][C:24]([O:23][C:22]([F:21])([F:33])[F:34])=[CH:25][CH:26]=2)[O:15][N:14]=1. Procedure details: Synthesized as described in Example 72 from 2-[5-cyano-4-(trifluoromethyl)-1H-indol-1-yl]-N-hydroxyethanimidamide and 4-[(trifluoromethyl)oxy]benzoic acid: MS (ESI): m/z 453 (M+1).